This data is from the Open Reaction Database (ORD), a public repository of structured organic reaction records. The task is: describe an organic reaction: reactants, conditions, products, and yield Starting materials: ClS(=O)(=O)O (chlorosulfonic acid), N (ammonia), C1(=CC=CC=C1)C1=NOC(=C1C1=CC=CC=C1)C(C(=O)O)C ([3,4-diphenylisoxazol-5-yl]propanoic acid), S(O)(O)(=O)=O (sulfuric acid), C(C)O (ethanol), ethyl ester. Product: NS(=O)(=O)C1=CC=C(C=C1)C=1C(=NOC1C(C(=O)OCC)C)C1=CC=CC=C1 (ethyl [4-[4-(aminosulfonyl)phenyl]-3-phenylisoxazol-5-yl]propanoate). The yield is 60.0%. As a reaction SMILES: [C:1]1([C:7]2[C:11]([C:12]3[CH:17]=[CH:16][CH:15]=[CH:14][CH:13]=3)=[C:10]([CH:18]([CH3:22])[C:19]([OH:21])=[O:20])[O:9][N:8]=2)[CH:6]=[CH:5][CH:4]=[CH:3][CH:2]=1.[S:23](=[O:27])(=O)(O)[OH:24].ClS(O)(=O)=O.[NH3:33].[CH2:34](O)[CH3:35]>>[NH2:33][S:23]([C:15]1[CH:14]=[CH:13][C:12]([C:11]2[C:7]([C:1]3[CH:2]=[CH:3][CH:4]=[CH:5][CH:6]=3)=[N:8][O:9][C:10]=2[CH:18]([CH3:22])[C:19]([O:21][CH2:34][CH3:35])=[O:20])=[CH:17][CH:16]=1)(=[O:27])=[O:24]. Procedure details: A solution of [3,4-diphenylisoxazol-5-yl]propanoic acid was treated with ethanol in the presence of a catalytic amount of sulfuric acid to prepare the corresponding ethyl ester which was immediately treated with chlorosulfonic acid followed by ammonia according to the procedure from Example 2, Step 4. The crude sulfonamide was purified by flash chromatography eluting with ethyl acetate/hexane (10-50% ethyl acetate) to yield, upon concentration of the appropriate fractions, ethyl [4-[4-(aminosulf... Procedure details: Following the procedure of Compound 11, 2-methylbenzyl bromide is reacted with trimethylphosphite. Reaction SMILES: F[C:2]1[CH:14]=[CH:13][C:5]([CH2:6][P:7](=[O:12])([O:10][CH3:11])[O:8][CH3:9])=[CH:4][CH:3]=1.[CH3:15]C1C=CC=CC=1CBr.COP(OC)OC>>[CH3:15][C:13]1[CH:14]=[CH:2][CH:3]=[CH:4][C:5]=1[CH2:6][P:7](=[O:12])([O:10][CH3:11])[O:8][CH3:9]. Yields the product CC1=C(CP(OC)(OC)=O)C=CC=C1 (2-Methylbenzylphosphonic acid, dimethyl ester). Starting materials: FC1=CC=C(CP(OC)(OC)=O)C=C1 (4-Fluorobenzylphosphonic acid, dimethyl ester), CC1=C(CBr)C=CC=C1 (2-methylbenzyl bromide), COP(OC)OC (trimethylphosphite). Starting materials: CCO, CCOC(=O)c1sc(-c2cccc(C(F)(F)F)c2)nc1C, [Ca+2], [Cl-], [Cl-], Cl, C1CCOC1. Yields the product Cc1nc(-c2cccc(C(F)(F)F)c2)sc1CO. As a reaction SMILES: [CH2:31]([OH:32])[CH3:33].[CH3:1][c:2]1[n:3][c:4](-[c:12]2[cH:13][c:14]([C:18]([F:19])([F:20])[F:21])[cH:15][cH:16][cH:17]2)[s:5][c:6]1[C:7](=[O:8])[O:9][CH2:10][CH3:11].[Ca+2:24].[Cl-:22].[Cl-:23].[ClH:25].[O:26]1[CH2:27][CH2:28][CH2:29][CH2:30]1>>[CH3:1][c:2]1[n:3][c:4](-[c:12]2[cH:13][c:14]([C:18]([F:19])([F:20])[F:21])[cH:15][cH:16][cH:17]2)[s:5][c:6]1[CH2:7][OH:8]. Starting materials: ClC1=C(C=C(COC2=CC=C(C=C2)[C@H](CC(=O)OCC)C2=NOC=C2)C=C1)OC(F)(F)F ((S)-Ethyl 3-(4-(4-chloro-3-(trifluoromethoxy)benzyloxy)-phenyl)-3-(isoxazol-3-yl)propanoate), CC1(CCC=C1B1OC(C(O1)(C)C)(C)C)C (2-(5,5-Dimethylcyclopent-1-enyl)-4,4,5,5-tetramethyl-1,3,2-dioxaborolane), COC=1C=CC=C(C1C=2C=CC=CC2P(C3CCCCC3)C4CCCCC4)OC (S-phos), [O-]P(=O)([O-])[O-].[K+].[K+].[K+] (K3PO4). The reagents and catalysts are CC(=O)[O-].CC(=O)[O-].[Pd+2] (Pd(OAc)2). Run at temperature 80 celsius, time 8 hour. Product: CC1(CCC=C1C1=C(C=C(COC2=CC=C(C=C2)[C@H](CC(=O)OCC)C2=NOC=C2)C=C1)OC(F)(F)F)C ((S)-ethyl 3-(4-(4-(5,5-dimethylcyclopent-1-enyl)-3-(trifluoromethoxy)benzyloxy)-phenyl)-3-(isoxazol-3-yl)propanoate). The yield is 25.0%. As a reaction SMILES: Cl[C:2]1[CH:27]=[CH:26][C:5]([CH2:6][O:7][C:8]2[CH:13]=[CH:12][C:11]([C@@H:14]([C:21]3[CH:25]=[CH:24][O:23][N:22]=3)[CH2:15][C:16]([O:18][CH2:19][CH3:20])=[O:17])=[CH:10][CH:9]=2)=[CH:4][C:3]=1[O:28][C:29]([F:32])([F:31])[F:30].[CH3:33][C:34]1([CH3:48])[C:38](B2OC(C)(C)C(C)(C)O2)=[CH:37][CH2:36][CH2:35]1.COC1C=CC=C(OC)C=1C1C=CC=CC=1P(C1CCCCC1)C1CCCCC1.[O-]P([O-])([O-])=O.[K+].[K+].[K+]>CC([O-])=O.CC([O-])=O.[Pd+2]>[CH3:33][C:34]1([CH3:48])[C:35]([C:2]2[CH:27]=[CH:26][C:5]([CH2:6][O:7][C:8]3[CH:13]=[CH:12][C:11]([C@@H:14]([C:21]4[CH:25]=[CH:24][O:23][N:22]=4)[CH2:15][C:16]([O:18][CH2:19][CH3:20])=[O:17])=[CH:10][CH:9]=3)=[CH:4][C:3]=2[O:28][C:29]([F:32])([F:31])[F:30])=[CH:36][CH2:37][CH2:38]1 |f:3.4.5.6,7.8.9|. Procedure: Compound 35.4 (1.60 g, 3.40 mmol), 36.3 (0.91 g, 4.10 mmol), Pd(OAc)2 (0.11 g, 0.51 mmol), S-phos (0.42 g, 1.02 mmol) and K3PO4 were added to a flask. The flask was flushed with nitrogen and charged with dioxane (9.0 mL) and water (3.0 mL). The mixture was then stirred at 80° C. overnight. The solvent was removed, and the residue was purified by column chromatography to give an intermediate, (S)-ethyl 3-(4-(4-(5,5-dimethylcyclopent-1-enyl)-3-(trifluoromethoxy)benzyloxy)-phenyl)-3-(isoxazol-3-yl)... Reactants: FC1=C(C(=CC2=C1N=NS2)C(=O)OC)NC2=C(C=CC=C2)Cl (methyl 4-fluoro-5-((2-chlorophenyl)amino)benzo[d][1,2,3]thiadiazole-6-carboxylate), C1CC(=O)N(C1=O)Br (NBS). Run in CN(C)C=O (DMF). Conditions: time 4 hour. Product: FC1=C(C(=CC2=C1N=NS2)C(=O)OC)NC2=C(C=C(C=C2)Br)Cl (methyl 4-fluoro-5-((4-bromo-2-chlorophenyl)amino)benzo[d][1,2,3]thiadiazole-6-carboxylate). Isolated yield 89.9%. Reaction SMILES: [F:1][C:2]1[C:7]2[N:8]=[N:9][S:10][C:6]=2[CH:5]=[C:4]([C:11]([O:13][CH3:14])=[O:12])[C:3]=1[NH:15][C:16]1[CH:21]=[CH:20][CH:19]=[CH:18][C:17]=1[Cl:22].C1C(=O)N([Br:30])C(=O)C1>CN(C=O)C>[F:1][C:2]1[C:7]2[N:8]=[N:9][S:10][C:6]=2[CH:5]=[C:4]([C:11]([O:13][CH3:14])=[O:12])[C:3]=1[NH:15][C:16]1[CH:21]=[CH:20][C:19]([Br:30])=[CH:18][C:17]=1[Cl:22]. Reported procedure: To a solution of methyl 4-fluoro-5-((2-chlorophenyl)amino)benzo[d][1,2,3]thiadiazole-6-carboxylate (1.82 g, 5.39 mmol) in DMF (10 mL) was added NBS (1.0 g, 5.65 mmol). After stirring for 4 h at ambient temperature, the reaction was quenched by saturated NH4Cl (aq.). The solution was extracted with ethyl acetate (30 mL×3). The combined organic extracts were washed with water (30 mL) and brine (30 mL) successively, dried over Na2SO4 and concentrated in vacuo to give the desired product (yellow sol... Procedure details: The preparation was carried out in accordance with general synthesis instructions 4 from 7-ethyl-1H-indole and (2-methoxy-benzylidene)-dimethylammonium chloride, which had been prepared in accordance with example 44 from 2-methoxy-benzaldehyde and dimethylamine. Product: C(C)C=1C=CC=C2C(=CNC12)C(C1=C(C=CC=C1)OC)N(C)C ([(7-Ethyl-1H-indol-3-yl)-(2-methoxy-phenyl)-methyl]-dimethyl-amine). The reactants are C(C)C=1C=CC=C2C=CNC12 (7-ethyl-1H-indole), [Cl-].COC1=C(C=[N+](C)C)C=CC=C1 ((2-methoxy-benzylidene)-dimethylammonium chloride), COC1=C(C=O)C=CC=C1 (2-methoxy-benzaldehyde), CNC (dimethylamine). Reaction SMILES: [CH2:1]([C:3]1[CH:4]=[CH:5][CH:6]=[C:7]2[C:11]=1[NH:10][CH:9]=[CH:8]2)[CH3:2].[Cl-].[CH3:13][O:14][C:15]1[CH:24]=[CH:23][CH:22]=[CH:21][C:16]=1[CH:17]=[N+:18]([CH3:20])[CH3:19].COC1C=CC=CC=1C=O.CNC>>[CH2:1]([C:3]1[CH:4]=[CH:5][CH:6]=[C:7]2[C:11]=1[NH:10][CH:9]=[C:8]2[CH:17]([N:18]([CH3:19])[CH3:20])[C:16]1[CH:21]=[CH:22][CH:23]=[CH:24][C:15]=1[O:14][CH3:13])[CH3:2] |f:1.2|. The reactants are FC=1C=CC(=NC1)C1=C(N(N=N1)C)COC1=CC=C(N=N1)C(=O)O (6-[5-(5-fluoro-pyridin-2-yl)-3-methyl-3H-[1,2,3]triazol-4-ylmethoxy]-pyridazine-3-carboxylic acid), NN1CCOCC1 (N-aminomorpholine). Yields the product N1(CCOCC1)NC(=O)C=1N=NC(=CC1)OCC=1N(N=NC1C1=NC=C(C=C1)F)C (6-[5-(5-Fluoro-pyridin-2-yl)-3-methyl-3H-[1,2,3]triazol-4-ylmethoxy]-pyridazine-3-carboxylic acid morpholin-4-ylamide). Isolated yield 56.0%. RXN SMILES: [F:1][C:2]1[CH:3]=[CH:4][C:5]([C:8]2[N:12]=[N:11][N:10]([CH3:13])[C:9]=2[CH2:14][O:15][C:16]2[N:21]=[N:20][C:19]([C:22]([OH:24])=O)=[CH:18][CH:17]=2)=[N:6][CH:7]=1.[NH2:25][N:26]1[CH2:31][CH2:30][O:29][CH2:28][CH2:27]1>>[N:26]1([NH:25][C:22]([C:19]2[N:20]=[N:21][C:16]([O:15][CH2:14][C:9]3[N:10]([CH3:13])[N:11]=[N:12][C:8]=3[C:5]3[CH:4]=[CH:3][C:2]([F:1])=[CH:7][N:6]=3)=[CH:17][CH:18]=2)=[O:24])[CH2:31][CH2:30][O:29][CH2:28][CH2:27]1. Procedure: As described for example 51c, 6-[5-(5-fluoro-pyridin-2-yl)-3-methyl-3H-[1,2,3]triazol-4-ylmethoxy]-pyridazine-3-carboxylic acid (50 mg, 0.15 mmol) was converted, using N-aminomorpholine instead of 2-amino-2-methyl-1-propanol, to the title compound (35 mg, 56%) which was obtained as a light yellow solid. MS: m/e=415.3 [M+H]+. Reactants: CC(=O)Cl, CO, O=C(O)C1CC(O)CN1. Product: Cl, COC(=O)C1CC(O)CN1. As a reaction SMILES: [CH3:10][C:11]([Cl:12])=[O:13].[CH3:14][OH:15].[OH:1][CH:2]1[CH2:3][CH:4]([C:7](=[O:8])[OH:9])[NH:5][CH2:6]1>>[ClH:12].[OH:1][CH:2]1[CH2:3][CH:4]([C:7](=[O:8])[O:9][CH3:10])[NH:5][CH2:6]1.